From a dataset of the Open Reaction Database (ORD), a public repository of structured organic reaction records. describe an organic reaction: reactants, conditions, products, and yield Reactants: C(N)(OCC1C2=C(C=C(C=C2N2CC3NC3C1(O2)O)C=O)O)=O (4-Formyl-6,9-dihydroxy-14-oxa-1,11-diazatetracyclo[7.4.1.02,7.010,12 ]tetradeca-2,4,6-trien-8-ylmethyl carbamate), C(Cl)(Cl)Cl (chloroform), CC(=O)C (acetone), C(C)(=O)OC(C)=O (acetic anhydride). Solvent: O (water). Reaction conditions: time 3 hour. Product: C(N)(OCC1C2=C(C=C(C=C2N2CC3N(C3C1(O2)O)C(C)=O)C=O)O)=O (11-acetyl-4-formyl-6,9-dihydroxy-14-oxa-1,11-diazatetracyclo[7.4.1.02,7.010,12 ]tetradeca-2,4,6-trien-8-ylmethyl carbamate). RXN SMILES: [C:1](=[O:23])([O:3][CH2:4][CH:5]1[C:17]2([OH:19])[O:18][N:12]([CH2:13][CH:14]3[CH:16]2[NH:15]3)[C:11]2[C:6]1=[C:7]([OH:22])[CH:8]=[C:9]([CH:20]=[O:21])[CH:10]=2)[NH2:2].[C:24](OC(=O)C)(=[O:26])[CH3:25].C(Cl)(Cl)Cl.CC(C)=O>O>[C:1](=[O:23])([O:3][CH2:4][CH:5]1[C:17]2([OH:19])[O:18][N:12]([CH2:13][CH:14]3[CH:16]2[N:15]3[C:24](=[O:26])[CH3:25])[C:11]2[C:6]1=[C:7]([OH:22])[CH:8]=[C:9]([CH:20]=[O:21])[CH:10]=2)[NH2:2]. Procedure: 4-Formyl-6,9-dihydroxy-14-oxa-1,11-diazatetracyclo[7.4.1.02,7.010,12 ]tetradeca-2,4,6-trien-8-ylmethyl carbamate (100 mg) was dissolved in water (3 ml). To this solution was added acetic anhydride (30 μl), and the mixture was stirred at room temperature for 3 hours. The reaction mixture was subjected to preparative thin layer chromatography, which was developed with a mixture of chloroform and acetone (1:1, v/v) to afford 11-acetyl-4-formyl-6,9-dihydroxy-14-oxa-1,11-diazatetracyclo[7.4.1.02,7.01... Reactants: BrC1=C(C=C(C=C1)I)OC (1-Bromo-4-iodo-2-methoxybenzene), BrC1=C(C=C(C=C1)I)OC (bromo-4-iodo-2-methoxybenzene), [F-].[Cs+] (CsF), Cl.NC1=C(C=CC(=C1)C#N)B(O)O ((2-amino-4-cyanophenyl)boronic acid hydrochloride), COCCOC (DME). Reagents/catalysts: C=1C=CC(=CC1)[P](C=2C=CC=CC2)(C=3C=CC=CC3)[Pd]([P](C=4C=CC=CC4)(C=5C=CC=CC5)C=6C=CC=CC6)([P](C=7C=CC=CC7)(C=8C=CC=CC8)C=9C=CC=CC9)[P](C=1C=CC=CC1)(C=1C=CC=CC1)C=1C=CC=CC1 (Pd(PPh3)4). Solvent: O (water), CCOC(=O)C (EtOAc). Run at temperature 100 celsius, time 36 hour. The product is NC1=C(C=CC(=C1)C#N)C1=CC(=C(C=C1)Br)OC (2-Amino-4′-bromo-3′-methoxybiphenyl-4-carbonitrile). Reaction SMILES: [Br:1][C:2]1[CH:7]=[CH:6][C:5](I)=[CH:4][C:3]=1[O:9][CH3:10].[F-].[Cs+].Cl.[NH2:14][C:15]1[CH:20]=[C:19]([C:21]#[N:22])[CH:18]=[CH:17][C:16]=1B(O)O.COCCOC>C1C=CC([P]([Pd]([P](C2C=CC=CC=2)(C2C=CC=CC=2)C2C=CC=CC=2)([P](C2C=CC=CC=2)(C2C=CC=CC=2)C2C=CC=CC=2)[P](C2C=CC=CC=2)(C2C=CC=CC=2)C2C=CC=CC=2)(C2C=CC=CC=2)C2C=CC=CC=2)=CC=1.O.CCOC(C)=O>[NH2:14][C:15]1[CH:20]=[C:19]([C:21]#[N:22])[CH:18]=[CH:17][C:16]=1[C:5]1[CH:6]=[CH:7][C:2]([Br:1])=[C:3]([O:9][CH3:10])[CH:4]=1 |f:1.2,3.4,^1:35,37,56,75|. Reported procedure: To a mixture of the product from Step 1, -bromo-4-iodo-2-methoxybenzene (750 mg, 2.4 mmol), CsF (1.09 g, 7.2 mmol), (2-amino-4-cyanophenyl)boronic acid hydrochloride (390 mg, 2.4 mmol), and Pd(PPh3)4 (277 mg, 0.24 mmol) was added DME (15 mL) under nitrogen. It was then heated to 100° C. After 36 hours, EtOAc and water were added to the resulting thick red suspension. The organic layer was washed with brine, dried over Na2SO4, and the solvent was removed in vacuo. The residue was purified on sili...